Dataset: the Open Reaction Database (ORD), a public repository of structured organic reaction records. Task: describe an organic reaction: reactants, conditions, products, and yield Starting materials: BrCC(=O)C1=C(C=CC=C1)C (2-Bromo-2′-methylacetophenone), [OH-].[Na+] (sodium hydroxide), O=C1C(CN(C2=C(N1)C=C(C=C2)C)C(C2=CC=CS2)=O)NC(=O)OC(C)(C)C (2-Oxo-3-tert-butoxycarbonylamino-5-(2-thenoyl)-8-methyl-1,3,4,5-tetrahydro-2H-1,5-benzodiazepine). The reagents and catalysts are [Br-].C(CCC)[N+](CCCC)(CCCC)CCCC (tetra n-butylammonium bromide). Run in C1(=CC=CC=C1)C (toluene). Reaction conditions: time 4 hour. Yields the product C=1(C(=CC=CC1)C(=O)CN1C(C(CN(C2=C1C=C(C=C2)C)C(C2=CC=CS2)=O)NC(=O)OC(C)(C)C)=O)C (1-(2-toluoylmethyl)-2-oxo-3-tert-butoxycarbonylamino-5-(2-thenoyl)-8-methyl-1,3,4,5-tetrahydro-2H-1,5-benzodiazepine). Isolated yield 95.9%. As a reaction SMILES: Br[CH2:2][C:3]([C:5]1[CH:10]=[CH:9][CH:8]=[CH:7][C:6]=1[CH3:11])=[O:4].[OH-].[Na+].[O:14]=[C:15]1[NH:21][C:20]2[CH:22]=[C:23]([CH3:26])[CH:24]=[CH:25][C:19]=2[N:18]([C:27](=[O:33])[C:28]2[S:32][CH:31]=[CH:30][CH:29]=2)[CH2:17][CH:16]1[NH:34][C:35]([O:37][C:38]([CH3:41])([CH3:40])[CH3:39])=[O:36]>[Br-].C([N+](CCCC)(CCCC)CCCC)CCC.C1(C)C=CC=CC=1>[C:6]1([CH3:11])[C:5]([C:3]([CH2:2][N:21]2[C:20]3[CH:22]=[C:23]([CH3:26])[CH:24]=[CH:25][C:19]=3[N:18]([C:27](=[O:33])[C:28]3[S:32][CH:31]=[CH:30][CH:29]=3)[CH2:17][CH:16]([NH:34][C:35]([O:37][C:38]([CH3:40])([CH3:39])[CH3:41])=[O:36])[C:15]2=[O:14])=[O:4])=[CH:10][CH:9]=[CH:8][CH:7]=1 |f:1.2,4.5|. Reported procedure: 2-Bromo-2′-methylacetophenone (0.51 g), 1N aqueous sodium hydroxide (20 ml), toluene (20 ml) and tetra n-butylammonium bromide (20 mg) were added to 2-Oxo-3-tert-butoxycarbonylamino-5-(2-thenoyl)-8-methyl-1,3,4,5-tetrahydro-2H-1,5-benzodiazepine (0.80 g), the mixture was stirred at room temperature for 4 hours. The reaction mixture was separated into organic layer and aqueous layer, the aqueous layer was extracted with ethyl acetate, the extract was combined with the former organic layer. The co... Reactants: BrC(Br)(Br)Br, C1CCOC1, CCOCC, COC(=O)c1cc2c(CO)cccc2s1, c1ccc(P(c2ccccc2)c2ccccc2)cc1. Product: COC(=O)c1cc2c(CBr)cccc2s1. Reaction SMILES: [C:20]([Br:21])([Br:22])([Br:23])[Br:24].[CH2:45]1[O:46][CH2:47][CH2:48][CH2:49]1.[CH3:40][CH2:41][O:42][CH2:43][CH3:44].[OH:25][CH2:26][c:27]1[cH:28][cH:29][cH:30][c:31]2[s:32][c:33]([C:36](=[O:37])[O:38][CH3:39])[cH:34][c:35]12.[c:1]1([P:2]([c:3]2[cH:4][cH:5][cH:6][cH:7][cH:8]2)[c:9]2[cH:10][cH:11][cH:12][cH:13][cH:14]2)[cH:15][cH:16][cH:17][cH:18][cH:19]1>>[CH2:20]([Br:24])[c:27]1[cH:28][cH:29][cH:30][c:31]2[s:32][c:33]([C:36](=[O:37])[O:38][CH3:39])[cH:34][c:35]12. Run at temperature 120 celsius, time 1 hour. Reagents/catalysts: [Ag]=O (silver oxide). Starting materials: FC(S(=O)(=O)OC=1C=C2CCCC(C2=CC1)=O)(F)F (3,4-dihydro-6-trifluoromethylsulfonyloxy-1(2H)-naphthalenone), FC1=C(C(=CC=C1)F)[Sn](CCCC)(CCCC)CCCC (2,6-difluorophenyltributyltin), [Cl-].[Li+] (lithium chloride), [Cl-] (chloride), [F-].[NH4+] (ammonium fluoride). As a reaction SMILES: FC(F)(F)S(O[C:7]1[CH:8]=[C:9]2[C:14](=[CH:15][CH:16]=1)[C:13](=[O:17])[CH2:12][CH2:11][CH2:10]2)(=O)=O.[F:20][C:21]1[CH:26]=[CH:25][CH:24]=[C:23]([F:27])[C:22]=1[Sn](CCCC)(CCCC)CCCC.[Cl-].[Li+].[Cl-].[F-].[NH4+]>CN(C)C=O.[Ag]=O.C(OCC)(=O)C>[F:20][C:21]1[CH:26]=[CH:25][CH:24]=[C:23]([F:27])[C:22]=1[C:7]1[CH:8]=[C:9]2[C:14](=[CH:15][CH:16]=1)[C:13](=[O:17])[CH2:12][CH2:11][CH2:10]2 |f:2.3,5.6|. Procedure: 1.00 g (3.40 mmol) of 3,4-dihydro-6-trifluoromethylsulfonyloxy-1(2H)-naphthalenone was dissolved in 10 ml of N,N-dimethylformamide in an argon atmosphere, and 2.05 g (5.10 mmol) of 2,6-difluorophenyltributyltin, 0.43 g (11.0 mmol) of lithium chloride, 0.12 g (0.17 mmol) of bistriphenylphosphinepalladium chloride and 0.04 g (0.17 mmol) of silver oxide were added to the solution. The mixture was stirred at 120° C. for 1 hour. The reaction product was cooled to room temperature. Ethyl acetate and a... Yield: 85.4%. Product: FC1=C(C(=CC=C1)F)C=1C=C2CCCC(C2=CC1)=O (6-(2,6-Difluorophenyl)-3,4-dihydro-1(2H)-naphthalenone). Solvent: CN(C=O)C (N,N-dimethylformamide), C(C)(=O)OCC (Ethyl acetate). Starting materials: CC1([C@@H]([C@H]1/C=C\1/C(OCC1)=O)C(=O)O)C ((1R,trans) 2,2-dimethyl-3-[(E) (dihydro-2-oxo-3-(2H)-furanylidene)-methyl]-cyclopropane-1-carboxylic acid), C(C)(C)NC(OC)=NC(C)C (methyl N,N'-diisopropyl-carbamimidate). Solvent: C(C)(=O)OCC (ethyl acetate). The product is CC1([C@@H]([C@H]1/C=C\1/C(OCC1)=O)C(=O)OC)C (methyl (1R,trans) 2,2-dimethyl-3-[(E) (dihydro-2-oxo-3-(2H)-furanylidene)-methyl]-cyclopropane-1-carboxylate). Yield: 55.8%. Reaction SMILES: [CH3:1][C:2]1([CH3:15])[C@H:4](/[CH:5]=[C:6]2/[C:7](=[O:11])[O:8][CH2:9][CH2:10]/2)[C@H:3]1[C:12]([OH:14])=[O:13].[CH:16](NC(=NC(C)C)OC)(C)C>C(OCC)(=O)C>[CH3:1][C:2]1([CH3:15])[C@H:4](/[CH:5]=[C:6]2/[C:7](=[O:11])[O:8][CH2:9][CH2:10]/2)[C@H:3]1[C:12]([O:14][CH3:16])=[O:13]. Procedure: A mixture of 4.2 g of (1R,trans) 2,2-dimethyl-3-[(E) (dihydro-2-oxo-3-(2H)-furanylidene)-methyl]-cyclopropane-1-carboxylic acid, 3.5 g of methyl N,N'-diisopropyl-carbamimidate and about 20 ml of ethyl acetate was refluxed for 2 hours and was cooled and evaporated to dryness. The residue was chromatographed over silica gel and was eluted with a 6-4 cyclohexane-ethyl acetate mixture to obtain 2.5 g of methyl (1R,trans) 2,2-dimethyl-3-[(E) (dihydro-2-oxo-3-(2H)-furanylidene)-methyl]-cyclopropane-1-... Reactants: C1(=CC=CC=C1)C (toluene), [H-].[Na+] (sodium hydride), CC(C)(C)N(C([O-])=O)C=1SC2=C(N1)C=CC(=C2)SC2=NN=C1N2N=C(C=C1)C1=CC=C(C=C1)F (1,1-dimethylethyl(6-{[6-(4-fluorophenyl)[1,2,4]triazolo[4,3-b]pyridazin-3-yl]sulphanyl}-1,3-benzothiazol-2-yl)carbamate), COCCCl (2-chloroethyl methyl ether). The solvent is CN(C=O)C (N,N-dimethylformamide), CO (methanol). Reaction conditions: temperature 90 celsius, time 15 minute. Product: FC1=CC=C(C=C1)C=1C=CC=2N(N1)C(=NN2)SC2=CC1=C(N=C(S1)NCCOC)C=C2 (6-{[6-(4-fluorophenyl)[1,2,4]triazolo[4,3-b]pyridazin-3-yl]sulphanyl}-N-(2-methoxyethyl)-1,3-benzothiazol-2-amine). As a reaction SMILES: [H-].[Na+].[CH3:3][C:4]([N:7]([C:11]1[S:12][C:13]2[CH:19]=[C:18]([S:20][C:21]3[N:25]4[N:26]=[C:27]([C:30]5[CH:35]=[CH:34][C:33]([F:36])=[CH:32][CH:31]=5)[CH:28]=[CH:29][C:24]4=[N:23][N:22]=3)[CH:17]=[CH:16][C:14]=2[N:15]=1)C(=O)[O-])(C)C.[CH3:37][O:38]CCCl.C1(C)C=CC=CC=1>CN(C)C=O.CO>[F:36][C:33]1[CH:34]=[CH:35][C:30]([C:27]2[CH:28]=[CH:29][C:24]3[N:25]([C:21]([S:20][C:18]4[CH:17]=[CH:16][C:14]5[N:15]=[C:11]([NH:7][CH2:4][CH2:3][O:38][CH3:37])[S:12][C:13]=5[CH:19]=4)=[N:22][N:23]=3)[N:26]=2)=[CH:31][CH:32]=1 |f:0.1|. Procedure: 45 mg of sodium hydride at 60% in oil are added to a mixture of 263 mg of 1,1-dimethylethyl(6-{[6-(4-fluorophenyl)[1,2,4]triazolo[4,3-b]pyridazin-3-yl]sulphanyl}-1,3-benzothiazol-2-yl)carbamate and 0.10 cm3 of 2-chloroethyl methyl ether in 3 cm3 of N,N-dimethylformamide at 20° C. The suspension is heated in a bath at 90° C. overnight. The cooled reaction mixture is coevaporated to dryness several times with toluene. The residue obtained is taken up in methanol. After paste formation for 15 min, ...